describe an organic reaction: reactants, conditions, products, and yield From a dataset of the Open Reaction Database (ORD), a public repository of structured organic reaction records. The reactants are CC(=O)O[BH-](OC(C)=O)OC(C)=O, c1ccc(CNCc2ccccc2)cc1, CCOC(=O)N1CCC(=O)CC1C, CO, CO, ClCCl, CC(Cl)Cl, [Na+]. The product is CCOC(=O)N1CCC(NCc2ccccc2)CC1C. As a reaction SMILES: [C:29]([O:30][BH-:31]([O:32][C:33](=[O:34])[CH3:35])[O:36][C:37](=[O:38])[CH3:39])(=[O:40])[CH3:41].[CH2:14]([c:15]1[cH:16][cH:17][cH:18][cH:19][cH:20]1)[NH:21][CH2:22][c:23]1[cH:24][cH:25][cH:26][cH:27][cH:28]1.[CH3:1][CH:2]1[N:3]([C:9](=[O:10])[O:11][CH2:12][CH3:13])[CH2:4][CH2:5][C:6](=[O:8])[CH2:7]1.[CH3:43][OH:44].[CH3:48][OH:49].[Cl:45][CH2:46][Cl:47].[Cl:50][CH:51]([Cl:52])[CH3:53].[Na+:42]>>[CH3:1][CH:2]1[N:3]([C:9](=[O:10])[O:11][CH2:12][CH3:13])[CH2:4][CH2:5][CH:6]([NH:21][CH2:14][c:15]2[cH:16][cH:17][cH:18][cH:19][cH:20]2)[CH2:7]1. The reactants are CCC1(CC)C(=O)Oc2ccccc21, CO, N, O. The product is CCC(CC)(C(N)=O)c1ccccc1O. RXN SMILES: [CH2:2]([CH3:3])[C:4]1([CH2:14][CH3:15])[C:5](=[O:13])[O:6][c:7]2[c:8]1[cH:9][cH:10][cH:11][cH:12]2.[CH3:16][OH:17].[NH3:1].[OH2:18]>>[NH2:1][C:5]([C:4]([CH2:2][CH3:3])([c:8]1[c:7]([OH:6])[cH:12][cH:11][cH:10][cH:9]1)[CH2:14][CH3:15])=[O:13]. Reactants: CCOc1ccc2cc(C(=O)c3cn(C(c4ccccc4)(c4ccccc4)c4ccccc4)cn3)ccc2c1, C1CCOC1, CC(C)[Mg+], [Cl-], [Cl-], [NH4+], O. The product is CCOc1ccc2cc(C(O)(c3cn(C(c4ccccc4)(c4ccccc4)c4ccccc4)cn3)C(C)C)ccc2c1. As a reaction SMILES: [C:1]([c:2]1[cH:3][cH:4][cH:5][cH:6][cH:7]1)([c:8]1[cH:9][cH:10][cH:11][cH:12][cH:13]1)([c:14]1[cH:15][cH:16][cH:17][cH:18][cH:19]1)[n:20]1[cH:21][n:22][c:23]([C:25](=[O:26])[c:27]2[cH:28][c:29]3[cH:30][cH:31][c:32]([O:37][CH2:38][CH3:39])[cH:33][c:34]3[cH:35][cH:36]2)[cH:24]1.[CH2:48]1[O:49][CH2:50][CH2:51][CH2:52]1.[CH:41]([CH3:42])([CH3:43])[Mg+:44].[Cl-:40].[Cl-:45].[NH4+:46].[OH2:47]>>[C:1]([c:2]1[cH:3][cH:4][cH:5][cH:6][cH:7]1)([c:8]1[cH:9][cH:10][cH:11][cH:12][cH:13]1)([c:14]1[cH:15][cH:16][cH:17][cH:18][cH:19]1)[n:20]1[cH:21][n:22][c:23]([C:25]([OH:26])([c:27]2[cH:28][c:29]3[cH:30][cH:31][c:32]([O:37][CH2:38][CH3:39])[cH:33][c:34]3[cH:35][cH:36]2)[CH:41]([CH3:42])[CH3:43])[cH:24]1. Reactants: BrCC1CO1, O=C([O-])[O-], [K+], [K+], CN(C)C=O, O, COc1cc2c(Nc3ccc(Cl)cc3F)ncnc2cc1O. The product is COc1cc2c(Nc3ccc(Cl)cc3F)ncnc2cc1OCC1CO1. RXN SMILES: [Br:29][CH2:30][CH:31]1[CH2:32][O:33]1.[C:23](=[O:24])([O-:25])[O-:26].[K+:27].[K+:28].[O:35]=[CH:36][N:37]([CH3:38])[CH3:39].[OH2:34].[OH:1][c:2]1[c:3]([O:21][CH3:22])[cH:4][c:5]2[c:6]([NH:12][c:13]3[c:14]([F:20])[cH:15][c:16]([Cl:19])[cH:17][cH:18]3)[n:7][cH:8][n:9][c:10]2[cH:11]1>>[O:1]([c:2]1[c:3]([O:21][CH3:22])[cH:4][c:5]2[c:6]([NH:12][c:13]3[c:14]([F:20])[cH:15][c:16]([Cl:19])[cH:17][cH:18]3)[n:7][cH:8][n:9][c:10]2[cH:11]1)[CH2:30][CH:31]1[CH2:32][O:33]1. Procedure: To a solution of 7-N-(tert-butoxycarbonyl)-2-(trifluoromethyl)-5,6,7,8-tetrahydro[1,2,4]triazolo[1,5-α]pyrazine (1.85 g, 6.35 mmol) in 25 mL of toluene at −78° C. was added N,N,N,N-tetramethylethylenediamine (1.01 mL, 6.67 mmol) followed by n-butyllithium (4.17 mL of a 1.6 M solution in hexanes, 6.67 mmol). The mixture was stirred at −78° C. for 10 min and then iodomethane (0.415 mL, 6.67 mmol) was added dropwise. The mixture was allowed to stir at −78° C. for 10 min, and then it was warmed to a... Product: C(C)(C)(C)OC(=O)N1C(C=2N(CC1)N=C(N2)C(F)(F)F)C (7-N-(tert-Butoxycarbonyl)-8-methyl-2-(trifluoromethyl)-5,6,7,8-tetrahydro[1,2,4]triazolo[1,5-α]pyrazine). Conditions: temperature -78 celsius, time 10 minute. Reactants: solution, IC (iodomethane), C(C)(C)(C)OC(=O)N1CC=2N(CC1)N=C(N2)C(F)(F)F (7-N-(tert-butoxycarbonyl)-2-(trifluoromethyl)-5,6,7,8-tetrahydro[1,2,4]triazolo[1,5-α]pyrazine), CN(C)CCN(C)C (N,N,N,N-tetramethylethylenediamine), C(CCC)[Li] (n-butyllithium). The solvent is hexanes, C1(=CC=CC=C1)C (toluene). As a reaction SMILES: [C:1]([O:5][C:6]([N:8]1[CH2:13][CH2:12][N:11]2[N:14]=[C:15]([C:17]([F:20])([F:19])[F:18])[N:16]=[C:10]2[CH2:9]1)=[O:7])([CH3:4])([CH3:3])[CH3:2].[CH3:21]N(CCN(C)C)C.C([Li])CCC.IC>C1(C)C=CC=CC=1>[C:1]([O:5][C:6]([N:8]1[CH2:13][CH2:12][N:11]2[N:14]=[C:15]([C:17]([F:18])([F:19])[F:20])[N:16]=[C:10]2[CH:9]1[CH3:21])=[O:7])([CH3:4])([CH3:2])[CH3:3]. The reactants are N1(CCCCC1)C=1SC=C(N1)C=O (2-piperidinothiazole-4-carbaldehyde), N (ammonia), S1C(=S)N(C(=O)C1)CC(=O)O (rhodanine-3-acetic acid), [Cl-].[NH4+] (ammonium chloride). The solvent is C(C)O (ethanol). Product: N1(CCCCC1)C=1SC=C(N1)C=C1C(N(C(S1)=S)CC(=O)O)=O (5-(2-piperidinothiazol-4-ylmethylene)rhodanine-3-acetic acid). RXN SMILES: [N:1]1([C:7]2[S:8][CH:9]=[C:10]([CH:12]=O)[N:11]=2)[CH2:6][CH2:5][CH2:4][CH2:3][CH2:2]1.[S:14]1[CH2:20][C:18](=[O:19])[N:17]([CH2:21][C:22]([OH:24])=[O:23])[C:15]1=[S:16].[Cl-].[NH4+].N>C(O)C>[N:1]1([C:7]2[S:8][CH:9]=[C:10]([CH:12]=[C:20]3[S:14][C:15](=[S:16])[N:17]([CH2:21][C:22]([OH:24])=[O:23])[C:18]3=[O:19])[N:11]=2)[CH2:2][CH2:3][CH2:4][CH2:5][CH2:6]1 |f:2.3|. Procedure: The reaction described in Example 1 was repeated. but using 1.8 g of 2-piperidinothiazole-4-carbaldehyde, 1.4 g of rhodanine-3-acetic acid, 1.0 g of ammonium chloride, 1 ml of 28% v/v aqueous ammonia and 40 ml of ethanol, giving the title compound as yellow needles. The reactants are [BH4-].[Na+] (sodium borohydride), C(C(=O)O)(=O)O (oxalic acid), COC1=C(C=C(C=C1)S(=O)(=O)C1=CC=CC=C1)C=1NC=CC1 (2-(2-Methoxy-5-phenylsulphonylphenyl)-1H-pyrrole), C(C)(=O)N1CCCCC1 (1-acetylpiperidine), P(=O)(Cl)(Cl)Cl (phosphorus oxychloride), resultant solution. The solvent is CO (MeOH), CO (MeOH), CCOC(=O)C (EtOAc), O (Water), ClCCCl (1,2-dichloroethane), O (water), ClCCCl (1,2-dichloroethane). Reaction conditions: temperature 0 celsius, time 18 hour. Yields the product C(C(=O)O)(=O)O.COC1=C(C=C(C=C1)S(=O)(=O)C1=CC=CC=C1)C=1NC(=CC1)C(C)N1CCCCC1 (2-(2-Methoxy-5-phenylsulphonylphenyl)-5-[1-(1-piperidinyl)ethyl]-1H-pyrrole oxalate). Reaction SMILES: [C:1]([N:4]1[CH2:9][CH2:8][CH2:7][CH2:6][CH2:5]1)(=O)[CH3:2].P(Cl)(Cl)(Cl)=O.[CH3:15][O:16][C:17]1[CH:22]=[CH:21][C:20]([S:23]([C:26]2[CH:31]=[CH:30][CH:29]=[CH:28][CH:27]=2)(=[O:25])=[O:24])=[CH:19][C:18]=1[C:32]1[NH:33][CH:34]=[CH:35][CH:36]=1.[BH4-].[Na+].[C:39]([OH:44])(=[O:43])[C:40]([OH:42])=[O:41]>ClCCCl.CCOC(C)=O.CO.O>[C:39]([OH:44])(=[O:43])[C:40]([OH:42])=[O:41].[CH3:15][O:16][C:17]1[CH:22]=[CH:21][C:20]([S:23]([C:26]2[CH:31]=[CH:30][CH:29]=[CH:28][CH:27]=2)(=[O:25])=[O:24])=[CH:19][C:18]=1[C:32]1[NH:33][C:34]([CH:1]([N:4]2[CH2:9][CH2:8][CH2:7][CH2:6][CH2:5]2)[CH3:2])=[CH:35][CH:36]=1 |f:3.4,10.11|. Reported procedure: To 1-acetylpiperidine (0.61 ml) under argon, was added phosphorus oxychloride (0.45 ml) at ambient temperature. After stirring for 0.5 h 1,2-dichloroethane (10 ml) was added and the mixture cooled to 0° C. A solution of 2-(2-methoxy-3-phenylsulphonylphenyl)-1H-pyrrole (D25) (1.0 g) in 1,2-dichloroethane (10 ml) was added dropwise over 0.3 h. Stirring was continued at 0° C. for 3 h and at ambient temperature for 18 h. The mixture was cooled to 0° C. and sodium borohydride (1 g) added portionwise ... Reactants: CCOC(C)=O, CC(O)(CN1CCN(C(=O)OCC=Cc2ccc(C(F)(F)F)cc2)CC1)Cn1cc([N+](=O)[O-])nc1Cl, [H-], [Na+], CN(C)C=O, O. The product is CC1(CN2CCN(C(=O)OCC=Cc3ccc(C(F)(F)F)cc3)CC2)Cn2cc([N+](=O)[O-])nc2O1. As a reaction SMILES: [CH3:39][CH2:40][O:41][C:42](=[O:43])[CH3:44].[Cl:1][c:2]1[n:3]([CH2:10][C:11]([CH2:12][N:13]2[CH2:14][CH2:15][N:16]([C:19](=[O:20])[O:21][CH2:22][CH:23]=[CH:24][c:25]3[cH:26][cH:27][c:28]([C:31]([F:32])([F:33])[F:34])[cH:29][cH:30]3)[CH2:17][CH2:18]2)([CH3:35])[OH:36])[cH:4][c:5]([N+:7](=[O:8])[O-:9])[n:6]1.[H-:37].[Na+:38].[O:46]=[CH:47][N:48]([CH3:49])[CH3:50].[OH2:45]>>[c:2]12[n:3]([cH:4][c:5]([N+:7](=[O:8])[O-:9])[n:6]1)[CH2:10][C:11]([CH2:12][N:13]1[CH2:14][CH2:15][N:16]([C:19](=[O:20])[O:21][CH2:22][CH:23]=[CH:24][c:25]3[cH:26][cH:27][c:28]([C:31]([F:32])([F:33])[F:34])[cH:29][cH:30]3)[CH2:17][CH2:18]1)([CH3:35])[O:36]2. Starting materials: O=[N+]([O-])c1cc(Br)ccc1F, CCO, Cl[Sn]Cl. Yields the product Nc1cc(Br)ccc1F. Reaction SMILES: [Br:1][c:2]1[cH:3][c:4]([N+:9]([O-:10])=[O:11])[c:5]([F:8])[cH:6][cH:7]1.[CH3:15][CH2:16][OH:17].[Sn:12]([Cl:13])[Cl:14]>>[Br:1][c:2]1[cH:3][c:4]([NH2:9])[c:5]([F:8])[cH:6][cH:7]1.